This data is from the Open Reaction Database (ORD), a public repository of structured organic reaction records. The task is: describe an organic reaction: reactants, conditions, products, and yield The reactants are C[N+](C)(C)C[C@@H](CC(=O)[O-])N ((R)-aminocarnitine), C(C)(C)N(CC)C(C)C (diisopropylethylamine), N(=C=O)C1=C(N=C(S1)C1=CC=CC=C1)C (5-isocyanato-4-methyl-2-phenylthiazole). Run in CO (MeOH). Conditions: time 18 hour. Yields the product CC=1N=C(SC1NC(N[C@H](CC(=O)[O-])C[N+](C)(C)C)=O)C1=CC=CC=C1 ((R)-3-(3-(4-methyl-2-phenylthiazol-5-yl)ureido)-4-(trimethylammonio)-butanoate). RXN SMILES: [CH3:1][N+:2]([CH2:5][C@H:6]([NH2:11])[CH2:7][C:8]([O-:10])=[O:9])([CH3:4])[CH3:3].C(N(C(C)C)CC)(C)C.[N:21]([C:24]1[S:28][C:27]([C:29]2[CH:34]=[CH:33][CH:32]=[CH:31][CH:30]=2)=[N:26][C:25]=1[CH3:35])=[C:22]=[O:23]>CO>[CH3:35][C:25]1[N:26]=[C:27]([C:29]2[CH:34]=[CH:33][CH:32]=[CH:31][CH:30]=2)[S:28][C:24]=1[NH:21][C:22](=[O:23])[NH:11][C@@H:6]([CH2:5][N+:2]([CH3:3])([CH3:4])[CH3:1])[CH2:7][C:8]([O-:10])=[O:9]. Procedure details: To a solution of (R)-aminocarnitine (21 mg, 0.13 mmol) and diisopropylethylamine (68 uL, 0.39 mmol) in MeOH (2 mL) was added 5-isocyanato-4-methyl-2-phenylthiazole (57 mg, 0.26 mmol) and the reaction stirred for 18 hrs. The MeOH was removed in vacuo and the residue stirred with 1:1 ether/EtOAc. Impurities dissolved into the ether/EtOAc which were discarded and the remaining material taken up into 90:10 CH2Cl2/MeOH and then loaded onto a short SiOH plug. The title compound was eluted by increasin... Reactants: C(#N)C(C(=O)N)=NOC (2-cyano-2-methoxyiminoacetamide), COCN=C=O (methoxymethylisocyanate), O1CCCC1 (tetrahydrofuran), suspension, [H-].[Na+] (sodium hydride), ice water. Solvent: C(C)(=O)O (acetic acid). Reaction conditions: time 15 minute. Yields the product C(#N)C(C(=O)NC(NCOC)=O)=NOC (2-Cyano-2-methoxyimino-N-(methoxymethylcarbamoyl)acetamide). As a reaction SMILES: [C:1]([C:3](=[N:7][O:8][CH3:9])[C:4]([NH2:6])=[O:5])#[N:2].O1CCCC1.[H-].[Na+].[CH3:17][O:18][CH2:19][N:20]=[C:21]=[O:22]>C(O)(=O)C>[C:1]([C:3](=[N:7][O:8][CH3:9])[C:4]([NH:6][C:21](=[O:22])[NH:20][CH2:19][O:18][CH3:17])=[O:5])#[N:2] |f:2.3|. Procedure: To a suspension of 2.70 g. of 2-cyano-2-methoxyiminoacetamide in 10 ml. of tetrahydrofuran was added 1.20 g. of a 55% suspension of sodium hydride in mineral oil in portions with stirring. After stirring for 15 minutes, 2.40 g. of methoxymethylisocyanate was added dropwise. The mixture was stirred at 50°C. for 3 minutes to ensure completion of the reaction. The mixture was then cooled in an ice bath, and a solution of 1.9 ml. of acetic acid in 120 ml. of ice water was added rapidly with stirring... Reactants: CC(=O)O[BH-](OC(C)=O)OC(C)=O, C1CCOC1, CC(=O)O, Cc1cc(Cl)ccc1-c1cccc(C=O)c1, Nc1ccc(Cn2oc(=O)[nH]c2=O)cc1, [Na+]. Yields the product Cc1cc(Cl)ccc1-c1cccc(CNc2ccc(Cn3oc(=O)[n-]c3=O)cc2)c1, [Na+]. Reaction SMILES: [C:36]([O:37][BH-:38]([O:39][C:40](=[O:41])[CH3:42])[O:43][C:44](=[O:45])[CH3:46])(=[O:47])[CH3:48].[CH2:50]1[O:51][CH2:52][CH2:53][CH2:54]1.[CH3:32][C:33](=[O:34])[OH:35].[Cl:16][c:17]1[cH:18][c:19]([CH3:31])[c:20](-[c:23]2[cH:24][c:25]([CH:29]=[O:30])[cH:26][cH:27][cH:28]2)[cH:21][cH:22]1.[NH2:1][c:2]1[cH:3][cH:4][c:5]([CH2:6][n:7]2[o:8][c:9](=[O:13])[nH:10][c:11]2=[O:12])[cH:14][cH:15]1.[Na+:49]>>[NH:1]([c:2]1[cH:3][cH:4][c:5]([CH2:6][n:7]2[o:8][c:9](=[O:13])[n-:10][c:11]2=[O:12])[cH:14][cH:15]1)[CH2:29][c:25]1[cH:24][c:23](-[c:20]2[c:19]([CH3:31])[cH:18][c:17]([Cl:16])[cH:22][cH:21]2)[cH:28][cH:27][cH:26]1.[Na+:49]. Starting materials: BrC1=CC=C(C=C1)C1=C(C(=NO1)C)NC(CCCO)C (4-[5-(4-bromo-phenyl)-3-methyl-isoxazol-4-ylamino]-pentan-1-ol), C(C)OC(=O)C1(CC1)C1=CC=C(C=C1)B1OC(C(O1)(C)C)(C)C (1-[4-(4,4,5,5-tetramethyl-[1,3,2]dioxaborolan-2-yl)-phenyl]-cyclopropanecarboxylic acid ethyl ester). Product: C(C)OC(=O)C1(CC1)C1=CC=C(C=C1)C1=CC=C(C=C1)C1=C(C(=NO1)C)NC(CCCO)C (1-{4′-[4-(4-Hydroxy-1-methyl-butylamino)-3-methyl-isoxazol-5-yl]-biphenyl-4-yl}-cyclopropanecarboxylic acid ethyl ester). RXN SMILES: Br[C:2]1[CH:7]=[CH:6][C:5]([C:8]2[O:12][N:11]=[C:10]([CH3:13])[C:9]=2[NH:14][CH:15]([CH3:20])[CH2:16][CH2:17][CH2:18][OH:19])=[CH:4][CH:3]=1.[CH2:21]([O:23][C:24]([C:26]1([C:29]2[CH:34]=[CH:33][C:32](B3OC(C)(C)C(C)(C)O3)=[CH:31][CH:30]=2)[CH2:28][CH2:27]1)=[O:25])[CH3:22]>>[CH2:21]([O:23][C:24]([C:26]1([C:29]2[CH:34]=[CH:33][C:32]([C:2]3[CH:7]=[CH:6][C:5]([C:8]4[O:12][N:11]=[C:10]([CH3:13])[C:9]=4[NH:14][CH:15]([CH3:20])[CH2:16][CH2:17][CH2:18][OH:19])=[CH:4][CH:3]=3)=[CH:31][CH:30]=2)[CH2:27][CH2:28]1)=[O:25])[CH3:22]. Procedure details: Prepared according to the procedure described in Example 1, Step 7, using 4-[5-(4-bromo-phenyl)-3-methyl-isoxazol-4-ylamino]-pentan-1-ol and 1-[4-(4,4,5,5-tetramethyl-[1,3,2]dioxaborolan-2-yl)-phenyl]-cyclopropanecarboxylic acid ethyl ester. Starting materials: BrC1=CC=C(C=C1)B(O)O (4-bromobenzeneboronic acid), BrC=1C=NC=CC1 (3-bromopyridine), tetrakistriphenylphosphine palladium, O (water), C([O-])([O-])=O.[Na+].[Na+] (sodium carbonate). The solvent is C(C)O (ethanol), C1(=CC=CC=C1)C (toluene). Yields the product N1=CC(=CC=C1)C1=CC=C(C=C1)Br (4-(pyrid-3-yl)bromobenzene). Yield: 17.2%. As a reaction SMILES: [Br:1][C:2]1[CH:7]=[CH:6][C:5](B(O)O)=[CH:4][CH:3]=1.Br[C:12]1[CH:13]=[N:14][CH:15]=[CH:16][CH:17]=1.C(=O)([O-])[O-].[Na+].[Na+].O>C(O)C.C1(C)C=CC=CC=1>[N:14]1[CH:15]=[CH:16][CH:17]=[C:12]([C:5]2[CH:6]=[CH:7][C:2]([Br:1])=[CH:3][CH:4]=2)[CH:13]=1 |f:2.3.4|. Reported procedure: A solution of 4-bromobenzeneboronic acid (6.0 g) in absolute ethanol (15 ml) was added slowly to a stirred mixture of a solution of 3-bromopyridine (4.7 g) in toluene (30 ml), a saturated aqueous solution of sodium carbonate (10 ml) and tetrakistriphenylphosphine palladium [0] (1.0 g) under an atmosphere of argon. The mixture was then heated to reflux and stirred at reflux under an atmosphere of argon for 6 hours. The mixture was cooled and water (50 ml) added. The resulting mixture was extracte... The reactants are COC(C1=C(C(=CC(=C1)C=CC(=O)OC(C)(C)C)C)N(C)S(=O)(=O)C1=CC=C(C=C1)OC)=O (5-(2-tert-Butoxycarbonyl-vinyl)-2-[(4-methoxy-benzenesulfonyl)-methyl-amino]-3-methyl-benzoic acid methyl ester), FC(C(=O)O)(F)F (trifluoroacetic acid). Run at time 2 hour. The product is COC(C1=C(C(=CC(=C1)C=CC(=O)O)C)N(C)S(=O)(=O)C1=CC=C(C=C1)OC)=O (5-(2-Carboxy-vinyl)-2-[(4-methoxy-benzenesulfonyl)-methyl-amino]-3-methyl-benzoic acid methyl ester). The yield is 95.4%. Reaction SMILES: [CH3:1][O:2][C:3](=[O:33])[C:4]1[CH:9]=[C:8]([CH:10]=[CH:11][C:12]([O:14]C(C)(C)C)=[O:13])[CH:7]=[C:6]([CH3:19])[C:5]=1[N:20]([S:22]([C:25]1[CH:30]=[CH:29][C:28]([O:31][CH3:32])=[CH:27][CH:26]=1)(=[O:24])=[O:23])[CH3:21].FC(F)(F)C(O)=O>>[CH3:1][O:2][C:3](=[O:33])[C:4]1[CH:9]=[C:8]([CH:10]=[CH:11][C:12]([OH:14])=[O:13])[CH:7]=[C:6]([CH3:19])[C:5]=1[N:20]([S:22]([C:25]1[CH:30]=[CH:29][C:28]([O:31][CH3:32])=[CH:27][CH:26]=1)(=[O:24])=[O:23])[CH3:21]. Procedure details: To a solution of 237.8 mg (0.5 mmol) of the product of Example 203 in 2 ml dichlocomethane, was added lml of trifluoroacetic acid and the reaction was stirre at room temperature for 2 h. The resulting mixture was concentrated in vacuo to provide 200 mg (95%) of the desired product as a white solid after trituration with hexane/ether (2:1). Electrospray Mass Spec 418(M-H).